This data is from the Open Reaction Database (ORD), a public repository of structured organic reaction records. The task is: describe an organic reaction: reactants, conditions, products, and yield The reactants are C(Cl)Cl (methylene chloride), C(=O)(OC)COC1=CC=C(C=C1)CC(C)N1CC(OCC1)C=1N=C(SC1)Cl (N-[2-(4-carbomethoxymethoxy-phenyl)-1-methylethyl]-2-(2-chloro-thiazol-4-yl)morpholine), Cl (hydrochloric acid), [OH-].[Na+] (sodium hydroxide). The solvent is CO (methanol). Product: C(=O)(O)COC1=CC=C(C=C1)CC(C)N1CC(OCC1)C=1N=C(SC1)Cl (N-[2-(4-Carboxymethoxyphenyl)-1-methylethyl]-2-(2-chloro-thiazol-4-yl)morpholine). Reaction SMILES: [C:1]([CH2:5][O:6][C:7]1[CH:12]=[CH:11][C:10]([CH2:13][CH:14]([N:16]2[CH2:21][CH2:20][O:19][CH:18]([C:22]3[N:23]=[C:24]([Cl:27])[S:25][CH:26]=3)[CH2:17]2)[CH3:15])=[CH:9][CH:8]=1)([O:3]C)=[O:2].[OH-].[Na+].Cl.C(Cl)Cl>CO>[C:1]([CH2:5][O:6][C:7]1[CH:12]=[CH:11][C:10]([CH2:13][CH:14]([N:16]2[CH2:21][CH2:20][O:19][CH:18]([C:22]3[N:23]=[C:24]([Cl:27])[S:25][CH:26]=3)[CH2:17]2)[CH3:15])=[CH:9][CH:8]=1)([OH:3])=[O:2] |f:1.2|. Procedure: 0.55 g (0.0013 mol) of N-[2-(4-carbomethoxymethoxy-phenyl)-1-methylethyl]-2-(2-chloro-thiazol-4-yl)morpholine are stirred in 4 ml of methanol and 4 ml of 1N sodium hydroxide solution at room temperature for 10 minutes. The mixture is then neutralised with 4 ml of 1N hydrochloric acid, and the product is obtained by extraction with methylene chloride. The reactants are C(C1=CC=CC=C1)(=O)Cl (benzoyl chloride), O=C1C(CNC2=C(N1)C=C(C=C2)C)NC(=O)OC(C)(C)C (2-oxo-3-tert-butoxycarbonylamino-8-methyl-1,3,4,5-tetrahydro-2H-1,5-benzodiazepine), O=C1C(CNC2=C(N1)C=CC=C2)NC(=O)OC(C)(C)C (2-oxo-3-tert-butoxycarbonylamino-1,3,4,5-tetrahydro-2H-1,5-benzodiazepine). Yields the product O=C1C(CN(C2=C(N1)C=C(C=C2)C)C(C2=CC=CC=C2)=O)NC(=O)OC(C)(C)C (2-oxo-3-tert-butoxycarbonylamino-5-benzoyl-8-methyl-1,3,4,5-tetrahydro-2H-1,5-benzodiazepine). As a reaction SMILES: [C:1](Cl)(=[O:8])[C:2]1[CH:7]=[CH:6][CH:5]=[CH:4][CH:3]=1.[O:10]=[C:11]1[NH:17][C:16]2[CH:18]=[C:19]([CH3:22])[CH:20]=[CH:21][C:15]=2[NH:14][CH2:13][CH:12]1[NH:23][C:24]([O:26][C:27]([CH3:30])([CH3:29])[CH3:28])=[O:25].O=C1NC2C=CC=CC=2NCC1NC(OC(C)(C)C)=O>>[O:10]=[C:11]1[NH:17][C:16]2[CH:18]=[C:19]([CH3:22])[CH:20]=[CH:21][C:15]=2[N:14]([C:1](=[O:8])[C:2]2[CH:7]=[CH:6][CH:5]=[CH:4][CH:3]=2)[CH2:13][CH:12]1[NH:23][C:24]([O:26][C:27]([CH3:30])([CH3:29])[CH3:28])=[O:25]. Procedure: Step 1 of Example 1 was repeated except that benzoyl chloride was used instead of pivaloyl chloride and that 2-oxo-3-tert-butoxycarbonylamino-8-methyl-1,3,4,5-tetrahydro-2H-1,5-benzodiazepine obtained from Referential Example 4 was used instead of 2-oxo-3-tert-butoxycarbonylamino-1,3,4,5-tetrahydro-2H-1,5-benzodiazepine, to thereby obtain the title compound. Starting materials: OCC=1C=C(C=CC1CO)CO ((3,4-bis-hydroxymethylphenyl)methanol), COC(C)(C)OC (2,2-dimethoxypropane). The reagents and catalysts are C1(=CC=C(C=C1)S(=O)(=O)O)C (p-toluenesulfonic acid). Reaction conditions: time 10 minute. The product is CC1(OCC2=C(CO1)C=C(C=C2)CO)C ((7,7-dimethyl-(5H,9H)-6,8-dioxabenzocyclohepten-2-yl)methanol). The yield is 14357.5%. RXN SMILES: [OH:1][CH2:2][C:3]1[CH:4]=[C:5]([CH2:11][OH:12])[CH:6]=[CH:7][C:8]=1[CH2:9][OH:10].CO[C:15](OC)([CH3:17])[CH3:16]>C1(C)C=CC(S(O)(=O)=O)=CC=1>[CH3:16][C:15]1([CH3:17])[O:1][CH2:2][C:3]2[CH:4]=[C:5]([CH2:11][OH:12])[CH:6]=[CH:7][C:8]=2[CH2:9][O:10]1. Procedure details: 5 g of (3,4-bis-hydroxymethylphenyl)methanol (29.7 mmol), 25 ml of 2,2-dimethoxypropane (21.2 g; 0.2 mmol) and 0.29 g of p-toluenesulfonic acid (1.5 mmol) are introduced into a flask. After stirring for 1 hour 10 minutes at room temperature, the solvent is evaporated under vacuum at 30° C. and the crude product is chromatographed on silica gel (dichloromethane/methanol/aqueous ammonia=98/2/0.1). 5.98 g of (7,7-dimethyl-(5H,9H)-6,8-dioxabenzocyclohepten-2-yl)methanol are obtained in the form of a... Reactants: CC(Br)c1ccccc1, CC(C)(C)[O-], CS(C)=O, [K+], O=Cc1cccc(O)c1. Yields the product CC(Oc1cccc(C=O)c1)c1ccccc1. As a reaction SMILES: [Br:16][CH:17]([CH3:18])[c:19]1[cH:20][cH:21][cH:22][cH:23][cH:24]1.[CH3:10][C:11]([CH3:12])([O-:13])[CH3:14].[CH3:25][S:26]([CH3:27])=[O:28].[K+:15].[OH:1][c:2]1[cH:3][c:4]([CH:5]=[O:6])[cH:7][cH:8][cH:9]1>>[O:1]([c:2]1[cH:3][c:4]([CH:5]=[O:6])[cH:7][cH:8][cH:9]1)[CH:17]([CH3:18])[c:19]1[cH:20][cH:21][cH:22][cH:23][cH:24]1. Starting materials: C1COCCN1, C1CCOC1, CS(C)=O, C=CCn1c(Cl)nc2c1c(=O)n(C)c(=O)n2CCCCC, c1ccc(P(c2ccccc2)(c2ccccc2)[Pd](P(c2ccccc2)(c2ccccc2)c2ccccc2)(P(c2ccccc2)(c2ccccc2)c2ccccc2)P(c2ccccc2)(c2ccccc2)c2ccccc2)cc1. Product: CCCCCn1c(=O)n(C)c(=O)c2[nH]c(Cl)nc21. Reaction SMILES: [CH2:26]1[NH:27][CH2:28][CH2:29][O:30][CH2:31]1.[CH2:32]1[O:33][CH2:34][CH2:35][CH2:36]1.[CH3:22][S:23]([CH3:24])=[O:25].[Cl:1][c:2]1[n:3][c:4]2[n:5]([CH2:17][CH2:18][CH2:19][CH2:20][CH3:21])[c:6](=[O:16])[n:7]([CH3:15])[c:8](=[O:14])[c:9]2[n:10]1[CH2:11][CH:12]=[CH2:13].[cH:37]1[cH:38][cH:39][c:40]([P:41]([Pd:42]([P:43]([c:44]2[cH:45][cH:46][cH:47][cH:48][cH:49]2)([c:50]2[cH:51][cH:52][cH:53][cH:54][cH:55]2)[c:56]2[cH:57][cH:58][cH:59][cH:60][cH:61]2)([P:62]([c:63]2[cH:64][cH:65][cH:66][cH:67][cH:68]2)([c:69]2[cH:70][cH:71][cH:72][cH:73][cH:74]2)[c:75]2[cH:76][cH:77][cH:78][cH:79][cH:80]2)[P:81]([c:82]2[cH:83][cH:84][cH:85][cH:86][cH:87]2)([c:88]2[cH:89][cH:90][cH:91][cH:92][cH:93]2)[c:94]2[cH:95][cH:96][cH:97][cH:98][cH:99]2)([c:100]2[cH:101][cH:102][cH:103][cH:104][cH:105]2)[c:106]2[cH:107][cH:108][cH:109][cH:110][cH:111]2)[cH:112][cH:113]1>>[Cl:1][c:2]1[n:3][c:4]2[n:5]([CH2:17][CH2:18][CH2:19][CH2:20][CH3:21])[c:6](=[O:16])[n:7]([CH3:15])[c:8](=[O:14])[c:9]2[nH:10]1. Starting materials: Nc1ccc(Br)cc1, CO, c1ccc(CC2CO2)cc1. Yields the product OC(CNc1ccc(Br)cc1)Cc1ccccc1. As a reaction SMILES: [Br:1][c:2]1[cH:3][cH:4][c:5]([NH2:6])[cH:7][cH:8]1.[CH3:19][OH:20].[O:9]1[CH:10]([CH2:11][c:12]2[cH:13][cH:14][cH:15][cH:16][cH:17]2)[CH2:18]1>>[Br:1][c:2]1[cH:3][cH:4][c:5]([NH:6][CH2:18][CH:10]([OH:9])[CH2:11][c:12]2[cH:13][cH:14][cH:15][cH:16][cH:17]2)[cH:7][cH:8]1.